This data is from the Open Reaction Database (ORD), a public repository of structured organic reaction records. The task is: describe an organic reaction: reactants, conditions, products, and yield Starting materials: O=C([O-])[O-], CNC1CCCC1, CC#N, ClCc1ccc(Cl)nc1, [K+], [K+]. Yields the product CN(Cc1ccc(Cl)nc1)C1CCCC1. Reaction SMILES: [C:17](=[O:18])([O-:19])[O-:20].[CH3:10][NH:11][CH:12]1[CH2:13][CH2:14][CH2:15][CH2:16]1.[CH3:23][C:24]#[N:25].[Cl:1][c:2]1[n:3][cH:4][c:5]([CH2:8][Cl:9])[cH:6][cH:7]1.[K+:21].[K+:22]>>[Cl:1][c:2]1[n:3][cH:4][c:5]([CH2:8][N:11]([CH3:10])[CH:12]2[CH2:13][CH2:14][CH2:15][CH2:16]2)[cH:6][cH:7]1. Reactants: Cl, [Na+], [Na+], [Na+], [OH-], O, CCCCCOc1cc(C(=O)CBr)ccc1O, O=S([O-])([O-])=S. The product is CCCCCOc1cc(C(=O)O)ccc1O. RXN SMILES: [ClH:27].[Na+:25].[Na+:26].[Na+:2].[OH-:1].[OH2:28].[OH:3][c:4]1[c:5]([O:14][CH2:15][CH2:16][CH2:17][CH2:18][CH3:19])[cH:6][c:7]([C:10]([CH2:11][Br:12])=[O:13])[cH:8][cH:9]1.[S:20]([O-:21])(=[O:22])([O-:23])=[S:24]>>[OH:3][c:4]1[c:5]([O:14][CH2:15][CH2:16][CH2:17][CH2:18][CH3:19])[cH:6][c:7]([C:10]([OH:13])=[O:22])[cH:8][cH:9]1. The reactants are BrCCBr (1,2-dibromoethane), II (iodine), [Mg] (magnesium), C(C)(=O)O[C@@H]1[C@H](C(N1)=O)[C@@H](C)O[Si](C)(C)C(C)(C)C ((3R,4R)-4-acetoxy-3-[(1R)-1-t-butyldimethylsilyloxyethyl]-2-azetidinone), BrC(C(=O)N1C(C2=C(OC13CCCCC3)C=CC=C2)=O)C (3-(2-bromopropionyl)-spiro[2,3-dihydro-4H-1,3-benzoxazine-2,1'-cyclohexan]-4-one), BrCCBr (1,2-dibromoethane), Cl.[NH4+] (ammonium hydrochloride). Solvent: O1CCCC1 (tetrahydrofuran), O1CCCC1 (tetrahydrofuran), O1CCCC1 (tetrahydrofuran). Run at temperature 5 celsius. Product: [Si](C)(C)(C(C)(C)C)O[C@H](C)[C@H]1C(N[C@@H]1[C@H](C(=O)N1C(C2=C(OC13CCCCC3)C=CC=C2)=O)C)=O (3-{(2R)-2-[(3S,4R)-3-[(1R)-1-t-butyldimethylsilyloxyethyl]-2-oxoazetidin-4-yl]propionyl}-spiro[2,3-dihydro-4H-1,3-benzoxazine-2,1'-cyclohexan]-4-one). Yield: 80.4%. RXN SMILES: II.[Mg].BrCCBr.C(O[C@H:12]1[NH:15][C:14](=[O:16])[C@@H:13]1[C@H:17]([O:19][Si:20]([C:23]([CH3:26])([CH3:25])[CH3:24])([CH3:22])[CH3:21])[CH3:18])(=O)C.Br[CH:28]([CH3:47])[C:29]([N:31]1[C:36]2([CH2:41][CH2:40][CH2:39][CH2:38][CH2:37]2)[O:35][C:34]2[CH:42]=[CH:43][CH:44]=[CH:45][C:33]=2[C:32]1=[O:46])=[O:30].Cl.[NH4+]>O1CCCC1>[Si:20]([O:19][C@@H:17]([C@@H:13]1[C@@H:12]([C@@H:28]([CH3:47])[C:29]([N:31]2[C:36]3([CH2:41][CH2:40][CH2:39][CH2:38][CH2:37]3)[O:35][C:34]3[CH:42]=[CH:43][CH:44]=[CH:45][C:33]=3[C:32]2=[O:46])=[O:30])[NH:15][C:14]1=[O:16])[CH3:18])([C:23]([CH3:24])([CH3:25])[CH3:26])([CH3:21])[CH3:22] |f:5.6|. Reported procedure: A mixture of 10 ml of tetrahydrofuran and a small amount of iodine is added to 437 mg of magnesium piece at a room temperature and 0.75 g of 1,2-dibromoethane are added dropwise thereto with stirring. When the exothermic reaction starts and the mixture begins to reflux, a solution of 1.51 g of 1,2-dibromoethane in 3 ml of tetrahydrofuran is added dropwise thereto. Then, the mixture is refluxed for 30 minutes. The mixture is cooled to a temperature of 5° C. and to this cooled liquid is added drop... Reactants: CCN(C(C)C)C(C)C (DIPEA), C(C1=CC=CC=C1)SC(C[C@@H](C(=O)OCC1=CC=CC=C1)NC(=O)OC(C)(C)C)=O ((S)-benzyl 4-(benzylthio)-2-((tert-butoxycarbonyl)amino)-4-oxobutanoate), Cl.N[C@H](C(=O)OCC)CS ((R)-ethyl 2-amino-3-mercaptopropanoate hydrochloride). The solvent is CN(C)C=O (DMF), O (water), O (Water). Reaction conditions: temperature 50 celsius, time 3 hour. The product is C(C)(C)(C)OC(=O)N[C@H](C(=O)OCC1=CC=CC=C1)CC(=O)N[C@H](C(=O)OCC)CS ((S)-benzyl 2-((tert-butoxycarbonyl)amino)-4-(((R)-1-ethoxy-3-mercapto-1-oxopropan-2-yl)amino)-4-oxobutanoate). The yield is 62.4%. Reaction SMILES: CCN(C(C)C)C(C)C.C(S[C:18](=[O:39])[CH2:19][C@H:20]([NH:31][C:32]([O:34][C:35]([CH3:38])([CH3:37])[CH3:36])=[O:33])[C:21]([O:23][CH2:24][C:25]1[CH:30]=[CH:29][CH:28]=[CH:27][CH:26]=1)=[O:22])C1C=CC=CC=1.Cl.[NH2:41][C@@H:42]([CH2:48][SH:49])[C:43]([O:45][CH2:46][CH3:47])=[O:44]>CN(C=O)C.O>[C:35]([O:34][C:32]([NH:31][C@@H:20]([CH2:19][C:18]([NH:41][C@@H:42]([CH2:48][SH:49])[C:43]([O:45][CH2:46][CH3:47])=[O:44])=[O:39])[C:21]([O:23][CH2:24][C:25]1[CH:26]=[CH:27][CH:28]=[CH:29][CH:30]=1)=[O:22])=[O:33])([CH3:36])([CH3:37])[CH3:38] |f:2.3|. Procedure details: DIPEA (0.098 ml, 0.563 mmol) was added to a solution of (S)-benzyl 4-(benzylthio)-2-((tert-butoxycarbonyl)amino)-4-oxobutanoate (Compound 5b-1) (201.5 mg, 0.469 mmol) and (R)-ethyl 2-amino-3-mercaptopropanoate hydrochloride (104.5 mg, 0.563 mmol) in DMF (1.2 ml) and water (0.3 ml), and the mixture was stirred at 50° C. for three hours. Water was then added to the reaction solution, and the mixture was purified by reverse phase silica gel column chromatography (10 mM aqueous ammonium acetate solu... Reactants: O=C1N(CCCC1)C=1C=C(C(=O)OC)C=CC1 (methyl 3-(2-oxopiperidin-1-yl)benzoate), C(CC(O)(C(=O)O)CC(=O)O)(=O)O (citric acid), O (water), O.[OH-].[Li+] (lithium hydroxide monohydrate). Run in C1CCOC1 (THF). Run at time 8 hour. Yields the product O=C1N(CCCC1)C=1C=C(C(=O)O)C=CC1 (3-(2-oxopiperidin-1-yl)benzoic acid). Yield: 32.4%. RXN SMILES: [O:1]=[C:2]1[CH2:7][CH2:6][CH2:5][CH2:4][N:3]1[C:8]1[CH:9]=[C:10]([CH:15]=[CH:16][CH:17]=1)[C:11]([O:13]C)=[O:12].O.O.[OH-].[Li+].C(O)(=O)CC(CC(O)=O)(C(O)=O)O>C1COCC1>[O:1]=[C:2]1[CH2:7][CH2:6][CH2:5][CH2:4][N:3]1[C:8]1[CH:9]=[C:10]([CH:15]=[CH:16][CH:17]=1)[C:11]([OH:13])=[O:12] |f:2.3.4|. Reported procedure: To a solution of methyl 3-(2-oxopiperidin-1-yl)benzoate (114 mg) described in a document (J. Med. Chem. 1997, 40, 331.) in THF (3.0 mL)-water (0.5 mL) was added lithium hydroxide monohydrate (61.5 mg). The mixture was stirred at room temperature overnight, and 10% citric acid solution was added. The mixture was extracted with ethyl acetate, and the extract was washed with saturated brine and dried over anhydrous sodium sulfate. The solvent was evaporated under reduced pressure to give the title ... Reactants: C=O, CC(=O)O, N, O=C(NCC(=O)N1CCC(Oc2cccc(C(F)(F)F)c2)CC1)c1cn(C2CCNC2)nn1, O, [Zn]. The product is CN1CCC(n2cc(C(=O)NCC(=O)N3CCC(Oc4cccc(C(F)(F)F)c4)CC3)nn2)C1. As a reaction SMILES: [CH2:1]=[O:2].[CH3:36][C:37](=[O:38])[OH:39].[NH3:40].[O:3]=[C:4]([CH2:5][NH:6][C:7](=[O:8])[c:9]1[n:10][n:11][n:12]([CH:14]2[CH2:15][NH:16][CH2:17][CH2:18]2)[cH:13]1)[N:19]1[CH2:20][CH2:21][CH:22]([O:25][c:26]2[cH:27][c:28]([C:32]([F:33])([F:34])[F:35])[cH:29][cH:30][cH:31]2)[CH2:23][CH2:24]1.[OH2:41].[Zn:42]>>[O:3]=[C:4]([CH2:5][NH:6][C:7](=[O:8])[c:9]1[n:10][n:11][n:12]([CH:14]2[CH2:15][N:16]([CH3:36])[CH2:17][CH2:18]2)[cH:13]1)[N:19]1[CH2:20][CH2:21][CH:22]([O:25][c:26]2[cH:27][c:28]([C:32]([F:33])([F:34])[F:35])[cH:29][cH:30][cH:31]2)[CH2:23][CH2:24]1. The reactants are ClC1=NC=CC(=C1)OC=1C(=NC(=CC1)[N+](=O)[O-])C (3-((2-chloropyridin-4-yl)oxy)-2-methyl-6-nitropyridine), O.O.[Sn](Cl)Cl (tin(II) chloride dihydrate), C(=O)(O)[O-].[Na+] (NaHCO3). The solvent is CCO (EtOH). Conditions: temperature 80 celsius, time 30 hour. Product: ClC1=NC=CC(=C1)OC=1C=CC(=NC1C)N (5-((2-chloropyridin-4-yl)oxy)-6-methylpyridin-2-amine). The yield is 72.8%. RXN SMILES: [Cl:1][C:2]1[CH:7]=[C:6]([O:8][C:9]2[C:10]([CH3:18])=[N:11][C:12]([N+:15]([O-])=O)=[CH:13][CH:14]=2)[CH:5]=[CH:4][N:3]=1.O.O.[Sn](Cl)Cl.C([O-])(O)=O.[Na+]>CCO>[Cl:1][C:2]1[CH:7]=[C:6]([O:8][C:9]2[CH:14]=[CH:13][C:12]([NH2:15])=[N:11][C:10]=2[CH3:18])[CH:5]=[CH:4][N:3]=1 |f:1.2.3,4.5|. Procedure: A solution of Example A4 (1 g, 3.76 mmol) in EtOH (37.6 mL) was treated with tin(II) chloride dihydrate (4.25 g, 18.82 mmol) and stirred at 80° C. for 30 h. The mixture was cooled to RT, treated slowly with satd. NaHCO3 (5 mL), stirred for several minutes and filtered through diatomaceous earth. The filtrate was dried over Na2SO4 and concentrated to dryness to afford crude 5-((2-chloropyridin-4-yl)oxy)-6-methylpyridin-2-amine (645 mg, 73%) as an orange solid which was used without further purifi... The reactants are CO, CN(C)C=O, ClCCl, CC(c1ccncc1)C1(c2ccc(F)cc2F)CO1, [Na], c1nc[nH]n1. Product: CC(c1ccncc1)C(O)(Cn1cncn1)c1ccc(F)cc1F. Reaction SMILES: [CH3:26][OH:27].[CH3:31][N:32]([CH3:33])[CH:34]=[O:35].[Cl:28][CH2:29][Cl:30].[F:1][c:2]1[c:3]([C:9]2([CH:12]([CH3:13])[c:14]3[cH:15][cH:16][n:17][cH:18][cH:19]3)[O:10][CH2:11]2)[cH:4][cH:5][c:6]([F:8])[cH:7]1.[Na:20].[nH:21]1[n:22][cH:23][n:24][cH:25]1>>[F:1][c:2]1[c:3]([C:9]([OH:10])([CH2:11][n:21]2[n:22][cH:23][n:24][cH:25]2)[CH:12]([CH3:13])[c:14]2[cH:15][cH:16][n:17][cH:18][cH:19]2)[cH:4][cH:5][c:6]([F:8])[cH:7]1. Reactants: ClC1=NC=NC2=CC=C(C=C12)Cl (4,6-dichloroquinazoline), Cl.ClC1=C(C=C(CN)C=C1)[N+](=O)[O-] (4-chloro-3-nitrobenzylamine hydrochloride). The solvent is C(C)(C)O (isopropyl alcohol), C(C)N(CC)CC (triethylamine). Product: ClC(C1=CC(=CC=C1)[N+](=O)[O-])NC1=NC=NC2=CC=C(C=C12)Cl (4-(Chloro-3-nitrobenzyl)amino-6-chloroquinazoline). The yield is 92.6%. Reaction SMILES: Cl[C:2]1[C:11]2[C:6](=[CH:7][CH:8]=[C:9]([Cl:12])[CH:10]=2)[N:5]=[CH:4][N:3]=1.[ClH:13].Cl[C:15]1[CH:22]=[CH:21][C:18]([CH2:19][NH2:20])=[CH:17][C:16]=1[N+:23]([O-:25])=[O:24]>C(O)(C)C.C(N(CC)CC)C>[Cl:13][CH:19]([NH:20][C:2]1[C:11]2[C:6](=[CH:7][CH:8]=[C:9]([Cl:12])[CH:10]=2)[N:5]=[CH:4][N:3]=1)[C:18]1[CH:21]=[CH:22][CH:15]=[C:16]([N+:23]([O-:25])=[O:24])[CH:17]=1 |f:1.2|. Reported procedure: 3.00 g (0.015 mol) of 4,6-dichloroquinazoline and 3.80 g (0.0170 mol) of 4-chloro-3-nitrobenzylamine hydrochloride were dissolved in a mixture comprising 100 ml of isopropyl alcohol and 15 ml of triethylamine. The obtained solution was heated under reflux for 24 hours and distilled under a reduced pressure to remove the solvent. The residue was purified by silica gel column chromatography (chloroform/ethyl acetate) and recrystallized from chloroform/n-hexane to give 4.85 g of the title compound ...